This data is from the Open Reaction Database (ORD), a public repository of structured organic reaction records. The task is: describe an organic reaction: reactants, conditions, products, and yield Starting materials: O=C(c1c[nH]c2cc(Cl)ccc12)N1CCC2(CC1)OCc1ccccc12, CS(=O)(=O)OCC1CCNC1. Yields the product O=C(c1cn(CC2CCNC2)c2cc(Cl)ccc12)N1CCC2(CC1)OCc1ccccc12. As a reaction SMILES: [Cl:1][c:2]1[cH:3][cH:4][c:5]2[c:6]([C:11](=[O:12])[N:13]3[CH2:14][CH2:15][C:16]4([O:17][CH2:18][c:19]5[c:20]4[cH:21][cH:22][cH:23][cH:24]5)[CH2:25][CH2:26]3)[cH:7][nH:8][c:9]2[cH:10]1.[NH:27]1[CH2:28][CH:29]([CH2:32][O:33][S:34]([CH3:35])(=[O:36])=[O:37])[CH2:30][CH2:31]1>>[Cl:1][c:2]1[cH:3][cH:4][c:5]2[c:6]([C:11](=[O:12])[N:13]3[CH2:14][CH2:15][C:16]4([O:17][CH2:18][c:19]5[c:20]4[cH:21][cH:22][cH:23][cH:24]5)[CH2:25][CH2:26]3)[cH:7][n:8]([CH2:32][CH:29]3[CH2:28][NH:27][CH2:31][CH2:30]3)[c:9]2[cH:10]1. The reactants are ClC1=NC(=NC(=C1)C(F)(F)F)C=1C=NC=CC1 (4-chloro-2-(3-pyridinyl)-6-(trifluoromethyl)pyrimidine), ClC1=C(N)C=C(C=C1)C (2-chloro-5-methylaniline). Yields the product ClC1=C(NC2=NC(=NC(=C2)C(F)(F)F)C=2C=NC=CC2)C=C(C=C1)C (4-(2-Chloro-5-methylanilino)-2-(3-pyridinyl)-6-(trifluoromethyl)pyrimidine), solid. The yield is 21.0%. As a reaction SMILES: Cl[C:2]1[CH:7]=[C:6]([C:8]([F:11])([F:10])[F:9])[N:5]=[C:4]([C:12]2[CH:13]=[N:14][CH:15]=[CH:16][CH:17]=2)[N:3]=1.[Cl:18][C:19]1[CH:25]=[CH:24][C:23]([CH3:26])=[CH:22][C:20]=1[NH2:21]>>[Cl:18][C:19]1[CH:25]=[CH:24][C:23]([CH3:26])=[CH:22][C:20]=1[NH:21][C:2]1[CH:7]=[C:6]([C:8]([F:11])([F:10])[F:9])[N:5]=[C:4]([C:12]2[CH:13]=[N:14][CH:15]=[CH:16][CH:17]=2)[N:3]=1. Procedure: The title compound was prepared from a mixture of 4-chloro-2-(3-pyridinyl)-6-(trifluoromethyl)pyrimidine (50 mg, 0.193 mmol) and 2-chloro-5-methylaniline (41 mg, 0.290 mmol) similar to Example 117 and isolated as a yellow solid (15 mg, 21%). 1H NMR (CDCl3): 9.62–9.61 (m, 1H), 8.73–8.69 (m, 2H), 7.89 (s, 1H), 7.44–7.40 (m, 1H), 7.37 (d, J=8.1 Hz, 1H), 7.30 (s, 1H), 7.00 (dd, J=0.9, 8.4 Hz, 1H), 6.88 (s, 1H), 2.42 (s, 3H). Reactants: O[C@@H]([C@@H](OC1=CC=C(C=C1)B(O)O)C)CCC=1C=NC=CC1 ((1S,2R)-4-(2-Hydroxy-1-methyl-4-pyridin-3-ylbutoxy)benzeneboronic acid), BrC1=CC=C(C=C1)CC(=O)O (4-bromophenylacetic acid), C([O-])([O-])=O.[Na+].[Na+] (sodium carbonate). The reagents and catalysts are C=1C=CC(=CC1)[P](C=2C=CC=CC2)(C=3C=CC=CC3)[Pd]([P](C=4C=CC=CC4)(C=5C=CC=CC5)C=6C=CC=CC6)([P](C=7C=CC=CC7)(C=8C=CC=CC8)C=9C=CC=CC9)[P](C=1C=CC=CC1)(C=1C=CC=CC1)C=1C=CC=CC1 (tetrakis(triphenylphosphine)palladium). The solvent is C(C)O (ethanol). Conditions: temperature 100 celsius. The product is O[C@@H]([C@@H](OC1=CC=C(C=C1)C1=CC=C(C=C1)CC(=O)O)C)CCC=1C=NC=CC1 ((1S,2R)-[4′-(2-Hydroxy-1-methyl-4-pyridin-3-yl-butoxy)-biphenyl-4-yl]acetic acid). Isolated yield 55.3%. As a reaction SMILES: [OH:1][C@H:2]([CH2:15][CH2:16][C:17]1[CH:18]=[N:19][CH:20]=[CH:21][CH:22]=1)[C@H:3]([CH3:14])[O:4][C:5]1[CH:10]=[CH:9][C:8](B(O)O)=[CH:7][CH:6]=1.Br[C:24]1[CH:29]=[CH:28][C:27]([CH2:30][C:31]([OH:33])=[O:32])=[CH:26][CH:25]=1.C(=O)([O-])[O-].[Na+].[Na+]>C(O)C.C1C=CC([P]([Pd]([P](C2C=CC=CC=2)(C2C=CC=CC=2)C2C=CC=CC=2)([P](C2C=CC=CC=2)(C2C=CC=CC=2)C2C=CC=CC=2)[P](C2C=CC=CC=2)(C2C=CC=CC=2)C2C=CC=CC=2)(C2C=CC=CC=2)C2C=CC=CC=2)=CC=1>[OH:1][C@H:2]([CH2:15][CH2:16][C:17]1[CH:18]=[N:19][CH:20]=[CH:21][CH:22]=1)[C@H:3]([CH3:14])[O:4][C:5]1[CH:10]=[CH:9][C:8]([C:24]2[CH:29]=[CH:28][C:27]([CH2:30][C:31]([OH:33])=[O:32])=[CH:26][CH:25]=2)=[CH:7][CH:6]=1 |f:2.3.4,^1:46,48,67,86|. Procedure: Prepared according to the method described in Example 12b) from (1S,2R)-4-(2-hydroxy-1-methyl-4-pyridin-3-ylbutoxy)benzeneboronic acid (0.6 g, Example 33), 4-bromophenylacetic acid (0.624 g), 2M aqueous sodium carbonate (2.5 ml) and tetrakis(triphenylphosphine)palladium (0) (0.5 g) in ethanol (15 ml). The reaction mixture was heated at 100° C. for 3 hours. After cooling, the solution was concentrated under reduced pressure. Water was added to the residue then washed with diethyl ether. The aqueo... Procedure details: Add 2.0 g. of lithium to a suspension of 2.0 g. of dl-17β-ethoxy-13-ethyl-3-methoxygona-1,3,5(10)-triene, 90 ml. of 1,2-dimethoxyethane, 100 ml. of 1-methoxy-2-propanol, and 300 ml. of ammonia while stirring. Treat with 2.0 g. of ammonium chloride and water, filter off the precipitate and add it to 80 ml. of methanol, 4 ml. of water, and 5 ml. of conc. hydrochloric acid. Stir for one hour and dilute with water. Extract the product with ether and recrystallize it successively from methanol-water ... RXN SMILES: [Li].[CH2:2]([O:4][C@@H:5]1[C@:13]2([CH2:14][CH3:15])[C@H:8]([C@@H:9]3[CH2:23][CH2:22][C:21]4[CH:20]=[C:19]([O:24]C)[CH:18]=[CH:17][C:16]=4[C@H:10]3[CH2:11][CH2:12]2)[CH2:7][CH2:6]1)[CH3:3].COCC(O)C.N>COCCOC>[CH2:2]([O:4][C@@H:5]1[C@:13]2([CH2:14][CH3:15])[C@H:8]([C@@H:9]3[CH2:23][CH2:22][C:21]4[C@H:16]([CH2:17][CH2:18][C:19](=[O:24])[CH:20]=4)[C@H:10]3[CH2:11][CH2:12]2)[CH2:7][CH2:6]1)[CH3:3] |^1:0|. Reaction conditions: time 1 hour. The solvent is COCCOC (1,2-dimethoxyethane). Starting materials: [Li] (lithium), N (ammonia), ( 15,900 ), C(C)O[C@H]1CC[C@H]2[C@H]3[C@H](CC[C@]12CC)C=1C=CC(=CC1CC3)OC (17β-ethoxy-13-ethyl-3-methoxygona-1,3,5(10)-triene), COCC(C)O (1-methoxy-2-propanol). Product: C(C)O[C@H]1CC[C@H]2[C@H]3[C@H](CC[C@]12CC)[C@H]1CCC(C=C1CC3)=O (17β-Ethoxy-13-ethylgon-4-en-3-one). The reactants are C(C1=CC=CC=C1)N1C[C@@H](CCC1)NC1=NC=C(C(=O)OCC)C=C1 (ethyl 6-{[(3R)-1-benzyl-3-piperidinyl]amino}nicotinate), [H-].[Al+3].[Li+].[H-].[H-].[H-] (lithium aluminum hydride), CO (methanol), O (water). The solvent is O1CCCC1 (tetrahydrofuran), O1CCCC1 (tetrahydrofuran). Run at time 3 hour. Yields the product C(C1=CC=CC=C1)N1C[C@@H](CCC1)NC1=CC=C(C=N1)CO ((6-{[(3R)-1-benzyl-3-piperidinyl]amino}-3-pyridinyl)methanol). Isolated yield 99.5%. Reaction SMILES: [H-].[Al+3].[Li+].[H-].[H-].[H-].[CH2:7]([N:14]1[CH2:19][CH2:18][CH2:17][C@@H:16]([NH:20][C:21]2[CH:31]=[CH:30][C:24]([C:25](OCC)=[O:26])=[CH:23][N:22]=2)[CH2:15]1)[C:8]1[CH:13]=[CH:12][CH:11]=[CH:10][CH:9]=1.CO.O>O1CCCC1>[CH2:7]([N:14]1[CH2:19][CH2:18][CH2:17][C@@H:16]([NH:20][C:21]2[N:22]=[CH:23][C:24]([CH2:25][OH:26])=[CH:30][CH:31]=2)[CH2:15]1)[C:8]1[CH:9]=[CH:10][CH:11]=[CH:12][CH:13]=1 |f:0.1.2.3.4.5|. Procedure: To a suspension of lithium aluminum hydride (70 mg, 1.8 mmol) in tetrahydrofuran (2 mL) was added a solution of ethyl 6-{[(3R)-1-benzyl-3-piperidinyl]amino}nicotinate (250 mg, 0.74 mmol) in tetrahydrofuran (5 mL) dropwise at 0° C. under nitrogen and the mixture was stirred at same temperature for 3 hrs. To the reaction mixture was added methanol and water dropwise at 0° C. and the mixture was stirred for 1 h. The precipitate was removed by vacuum filtration and the filtrate was evaporated in vac...